This data is from the Open Reaction Database (ORD), a public repository of structured organic reaction records. The task is: describe an organic reaction: reactants, conditions, products, and yield The reactants are acid, Cl.FC1=CC2=C(C(=NO2)C2CCNCC2)C=C1 (6-fluoro-3-(4-piperidinyl)-1,2-benzisoxazole hydrochloride), C(=O)([O-])[O-].[K+].[K+] (K2CO3), BrCCCOC=1C=C(C=CC1OC)NC(C)=O (N-[3-(3-bromopropoxy)-4-methoxyphenyl]acetamide). Run in C(C)O (ethanol), CN(C=O)C (dimethylformamide), C(C)#N (acetonitrile), C(C)O (ethanol). Reaction conditions: temperature 100 celsius. Yields the product C(\C=C\C(=O)O)(=O)O.FC1=CC2=C(C(=NO2)C2CCN(CC2)CCCOC=2C=C(C=CC2OC)NC(C)=O)C=C1.FC1=CC2=C(C(=NO2)C2CCN(CC2)CCCOC=2C=C(C=CC2OC)NC(C)=O)C=C1 (N-[3-[3-[4-(6-fluoro-1,2 benzisoxazol-3-yl)-1-piperidinyl]propoxy]-4-methoxyphenyl]acetamide hemifumarate). Reaction SMILES: Cl.[F:2][C:3]1[CH:17]=[CH:16][C:6]2[C:7]([CH:10]3[CH2:15][CH2:14][NH:13][CH2:12][CH2:11]3)=[N:8][O:9][C:5]=2[CH:4]=1.[C:18]([O-:21])([O-:20])=O.[K+].[K+].Br[CH2:25][CH2:26][CH2:27][O:28][C:29]1[CH:30]=[C:31]([NH:37][C:38](=[O:40])[CH3:39])[CH:32]=[CH:33][C:34]=1[O:35][CH3:36]>CN(C)C=O.C(#N)C.C(O)C>[C:5]([OH:28])(=[O:9])/[CH:6]=[CH:16]/[C:18]([OH:21])=[O:20].[F:2][C:3]1[CH:17]=[CH:16][C:6]2[C:7]([CH:10]3[CH2:11][CH2:12][N:13]([CH2:25][CH2:26][CH2:27][O:28][C:29]4[CH:30]=[C:31]([NH:37][C:38](=[O:40])[CH3:39])[CH:32]=[CH:33][C:34]=4[O:35][CH3:36])[CH2:14][CH2:15]3)=[N:8][O:9][C:5]=2[CH:4]=1.[F:2][C:3]1[CH:17]=[CH:16][C:6]2[C:7]([CH:10]3[CH2:11][CH2:12][N:13]([CH2:25][CH2:26][CH2:27][O:28][C:29]4[CH:30]=[C:31]([NH:37][C:38](=[O:40])[CH3:39])[CH:32]=[CH:33][C:34]=4[O:35][CH3:36])[CH2:14][CH2:15]3)=[N:8][O:9][C:5]=2[CH:4]=1 |f:0.1,2.3.4,9.10.11|. Reported procedure: A mixture of 6-fluoro-3-(4-piperidinyl)-1,2-benzisoxazole hydrochloride (3.94 g, 15.4 mmol), K2CO3 (3.67 g, 26.6 mmole), N-[3-(3-bromopropoxy)-4-methoxyphenyl]acetamide (5.56 g, 18.6 mmol) in dimethylformamide (75 ml) and acetonitrile (100 ml) was heated at 100° C. for 3 hours. At the end of the reaction, the solvent was concentrated and the mixture was extracted into dichloromethane (500 ml). The organic solution was washed with water (500 ml) and brine (400 ml), dried, then concentrated to a c... Starting materials: CC(CC)S (1-methyl-1-propanethiol), C(C=C)#N (acrylonitrile), C[O-].[Na+] (sodium methoxide). Product: CC(CC)SCCC#N (β-(1-Methyl-1-propylmercapto)propionitrile). As a reaction SMILES: [CH3:1][CH:2]([SH:5])[CH2:3][CH3:4].[C:6](#[N:9])[CH:7]=[CH2:8].C[O-].[Na+]>>[CH3:1][CH:2]([S:5][CH2:8][CH2:7][C:6]#[N:9])[CH2:3][CH3:4] |f:2.3|. Procedure: β-(1-Methyl-1-propylmercapto)propionitrile was prepared according to the procedure of Example 1 using 1-methyl-1-propanethiol (25.0 g; 0.28 moles), acrylonitrile (14.9 g; 0.28 moles) and sodium methoxide (0.5 g). The reactants are NC1=NC=C(C2=C1C(=CS2)C2=CC(=C(C=C2)NC(=O)C=2N(C1=CC=CC=C1C2)C)OC)\C=C\C=O (N-(4-{4-amino-7-[(1E)-3-oxoprop-1-enyl]thieno [3,2-c]pyridin-3-yl}-2-methoxyphenyl)-1-methyl-1H-indole-2-carboxamide), CNN (methyl hydrazine). Solvent: O (water). The product is NC1=NC=C(C2=C1C(=CS2)C2=CC(=C(C=C2)NC(=O)C=2N(C1=CC=CC=C1C2)C)OC)C2CC=NN2C (N-{4-[4-amino-7-(1-methyl-4,5-dihydro-1H-pyrazol-5-yl)thieno[3,2-c]pyridin-3-yl]-2-methoxyphenyl}-1-methyl-1H-indole-2-carboxamide). RXN SMILES: [NH2:1][C:2]1[C:7]2[C:8]([C:11]3[CH:16]=[CH:15][C:14]([NH:17][C:18]([C:20]4[N:21]([CH3:29])[C:22]5[C:27]([CH:28]=4)=[CH:26][CH:25]=[CH:24][CH:23]=5)=[O:19])=[C:13]([O:30][CH3:31])[CH:12]=3)=[CH:9][S:10][C:6]=2[C:5](/[CH:32]=[CH:33]/[CH:34]=O)=[CH:4][N:3]=1.[CH3:36][NH:37][NH2:38]>O>[NH2:1][C:2]1[C:7]2[C:8]([C:11]3[CH:16]=[CH:15][C:14]([NH:17][C:18]([C:20]4[N:21]([CH3:29])[C:22]5[C:27]([CH:28]=4)=[CH:26][CH:25]=[CH:24][CH:23]=5)=[O:19])=[C:13]([O:30][CH3:31])[CH:12]=3)=[CH:9][S:10][C:6]=2[C:5]([CH:32]2[N:37]([CH3:36])[N:38]=[CH:34][CH2:33]2)=[CH:4][N:3]=1. Procedure details: N-(4-{4-amino-7-[(1E)-3-oxoprop-1-enyl]thieno [3,2-c]pyridin-3-yl}-2-methoxyphenyl)-1-methyl-1H-indole-2-carboxamide (0.I0 g, 0.207 mmol) was stirred with methyl hydrazine (0.5 mL) at ambient temperature for 3 hours then water (8 mL) was added and the white precipitate was collected by filtration and dried to give the title compound. Rt=3.62 min (Conditions a) MS m/e: 511 (M+H)30, 509 (M−H)31 . Reactants: [C-]#N.[Na+] (sodium cyanide), BrCCC1=C(N2CCCC3=CC=CC1=C23)C (1-(2-bromoethyl)-5,6-dihydro-2-methyl-4H-pyrrolo[3,2,1-ij]quinoline), C1(=CC=CC=C1)C (toluene). The solvent is O (water). The product is C(#N)CCCC1=C(N2CCCC3=CC=CC1=C23)C (1-(3-cyanopropyl)-5,6-dihydro-2-methyl-4H-pyrrolo[3,2,1-ij]-quinoline). RXN SMILES: [C-]#[N:2].[Na+].Br[CH2:5][CH2:6][C:7]1[C:17]2=[C:18]3[C:13](=[CH:14][CH:15]=[CH:16]2)[CH2:12][CH2:11][CH2:10][N:9]3[C:8]=1[CH3:19].[C:20]1([CH3:26])C=CC=CC=1>O>[C:20]([CH2:26][CH2:5][CH2:6][C:7]1[C:17]2=[C:18]3[C:13](=[CH:14][CH:15]=[CH:16]2)[CH2:12][CH2:11][CH2:10][N:9]3[C:8]=1[CH3:19])#[N:2] |f:0.1|. Procedure details: A solution of 2.96 g of sodium cyanide in 60 ml of water was added to a solution of 14 g of 1-(2-bromoethyl)-5,6-dihydro-2-methyl-4H-pyrrolo[3,2,1-ij]quinoline in 100 ml of toluene, and the reaction mixture was heated under reflux for 4 hours. To work up the reaction mixture it was concentrated to dryness, and the residue was washed with water and extracted with dichloromethane. The dichloromethane phase was separated, dried and evaporated. 10.5 g of crude 1-(3-cyanopropyl)-5,6-dihydro-2-methyl-... The reactants are [Br-], C[Mg+], [Cl-], [NH4+], C1CCOC1, CON(C)C(=O)c1ccc(C2OCCn3cncc32)cc1. Yields the product CC(=O)c1ccc(C2OCCn3cncc32)cc1. Reaction SMILES: [Br-:1].[CH3:2][Mg+:3].[Cl-:25].[NH4+:26].[O:27]1[CH2:28][CH2:29][CH2:30][CH2:31]1.[cH:4]1[n:5][cH:6][n:7]2[c:8]1[CH:9]([c:13]1[cH:14][cH:15][c:16]([C:17](=[O:18])[N:19]([O:20][CH3:21])[CH3:22])[cH:23][cH:24]1)[O:10][CH2:11][CH2:12]2>>[CH3:2][C:17]([c:16]1[cH:15][cH:14][c:13]([CH:9]2[c:8]3[cH:4][n:5][cH:6][n:7]3[CH2:12][CH2:11][O:10]2)[cH:24][cH:23]1)=[O:18]. Starting materials: CN(C)C1CCNC1, Cc1ccc(NC(=O)c2ccnc(Cl)c2)cc1-c1ccc(C(=O)NCC2CC2)cc1. Product: Cc1ccc(NC(=O)c2ccnc(N3CCC(N(C)C)C3)c2)cc1-c1ccc(C(=O)NCC2CC2)cc1. RXN SMILES: [CH3:31][N:32]([CH:33]1[CH2:34][NH:35][CH2:36][CH2:37]1)[CH3:38].[Cl:1][c:2]1[cH:3][c:4]([C:5](=[O:6])[NH:7][c:8]2[cH:9][c:10](-[c:15]3[cH:16][cH:17][c:18]([C:21](=[O:22])[NH:23][CH2:24][CH:25]4[CH2:26][CH2:27]4)[cH:19][cH:20]3)[c:11]([CH3:14])[cH:12][cH:13]2)[cH:28][cH:29][n:30]1>>[c:2]1([N:35]2[CH2:34][CH:33]([N:32]([CH3:31])[CH3:38])[CH2:37][CH2:36]2)[cH:3][c:4]([C:5](=[O:6])[NH:7][c:8]2[cH:9][c:10](-[c:15]3[cH:16][cH:17][c:18]([C:21](=[O:22])[NH:23][CH2:24][CH:25]4[CH2:26][CH2:27]4)[cH:19][cH:20]3)[c:11]([CH3:14])[cH:12][cH:13]2)[cH:28][cH:29][n:30]1. Reactants: [Br-], CC(C)(C)[O-], C[P+](c1ccccc1)(c1ccccc1)c1ccccc1, Cc1ccccc1C(=O)Nc1ccc(C(=O)N2CCCC(=O)c3cc(Cl)ccc32)cn1, [K+], C1CCOC1. The product is C=C1CCCN(C(=O)c2ccc(NC(=O)c3ccccc3C)nc2)c2ccc(Cl)cc21. RXN SMILES: [Br-:38].[CH3:1][C:2]([CH3:3])([O-:4])[CH3:5].[CH3:39][P+:40]([c:41]1[cH:42][cH:43][cH:44][cH:45][cH:46]1)([c:47]1[cH:48][cH:49][cH:50][cH:51][cH:52]1)[c:53]1[cH:54][cH:55][cH:56][cH:57][cH:58]1.[Cl:7][c:8]1[cH:9][cH:10][c:11]2[c:12]([cH:37]1)[C:13](=[O:36])[CH2:14][CH2:15][CH2:16][N:17]2[C:18]([c:19]1[cH:20][n:21][c:22]([NH:25][C:26]([c:27]2[c:28]([CH3:33])[cH:29][cH:30][cH:31][cH:32]2)=[O:34])[cH:23][cH:24]1)=[O:35].[K+:6].[O:59]1[CH2:60][CH2:61][CH2:62][CH2:63]1>>[CH2:1]=[C:13]1[c:12]2[c:11]([cH:10][cH:9][c:8]([Cl:7])[cH:37]2)[N:17]([C:18]([c:19]2[cH:20][n:21][c:22]([NH:25][C:26]([c:27]3[c:28]([CH3:33])[cH:29][cH:30][cH:31][cH:32]3)=[O:34])[cH:23][cH:24]2)=[O:35])[CH2:16][CH2:15][CH2:14]1. The reactants are BrC1=C(OCC(=O)N(NC(C2=CC=CC=C2)=O)C(C)C)C=CC(=C1)F (benzoic acid N′-[2-(2-bromo-4-fluoro-phenoxy)-acetyl]-N′-isopropyl-hydrazide), C(=O)([O-])[O-].[Na+].[Na+] (Na2CO3), [N+](=O)([O-])C1=C(C=CC=C1)B(O)O (2-nitrophenylboronic acid), Pd[PPh3]4. Run in COCCOC (DME). Yields the product FC=1C=CC(=C(C1)C1=C(C=CC=C1)[N+](=O)[O-])OCC(=O)N(NC(C1=CC=CC=C1)=O)C(C)C (benzoic acid N′-[2-(5-fluoro-2′-nitro-biphenyl-2-yloxy)-acetyl]-N′-isopropyl-hydrazide). Isolated yield 21.8%. RXN SMILES: Br[C:2]1[CH:24]=[C:23]([F:25])[CH:22]=[CH:21][C:3]=1[O:4][CH2:5][C:6]([N:8]([CH:18]([CH3:20])[CH3:19])[NH:9][C:10](=[O:17])[C:11]1[CH:16]=[CH:15][CH:14]=[CH:13][CH:12]=1)=[O:7].C([O-])([O-])=O.[Na+].[Na+].[N+:32]([C:35]1[CH:40]=[CH:39][CH:38]=[CH:37][C:36]=1B(O)O)([O-:34])=[O:33]>COCCOC>[F:25][C:23]1[CH:22]=[CH:21][C:3]([O:4][CH2:5][C:6]([N:8]([CH:18]([CH3:20])[CH3:19])[NH:9][C:10](=[O:17])[C:11]2[CH:16]=[CH:15][CH:14]=[CH:13][CH:12]=2)=[O:7])=[C:2]([C:36]2[CH:37]=[CH:38][CH:39]=[CH:40][C:35]=2[N+:32]([O-:34])=[O:33])[CH:24]=1 |f:1.2.3|. Procedure details: A solution of benzoic acid N′-[2-(2-bromo-4-fluoro-phenoxy)-acetyl]-N′-isopropyl-hydrazide (50 mg, 0.122 mmol) in DME (3 ml)/2M Na2CO3 (0.215 ml, 0.427 mmol) was treated with 2-nitrophenylboronic acid (31 mg, 0.183 mmol) and Pd[PPh3]4 (28 mg, 0.0244 mmol) for 12 hours at 90° C. The reaction mixture was partitioned between water and ethyl acetate. The organic layer was washed with brine, dried over sodium sulfate, filtered, and concentrated. The crude was purified first on a silica gel column wit...